describe an organic reaction: reactants, conditions, products, and yield From a dataset of the Open Reaction Database (ORD), a public repository of structured organic reaction records. The reactants are COc1ccc(C2=NN(C3CCNCC3)C(=O)C2(C)C)cc1OC, O=C(O)c1ccccn1. Product: COc1ccc(C2=NN(C3CCN(C(=O)c4ccccn4)CC3)C(=O)C2(C)C)cc1OC. As a reaction SMILES: [CH3:1][O:2][c:3]1[cH:4][c:5]([C:11]2=[N:15][N:14]([CH:16]3[CH2:17][CH2:18][NH:19][CH2:20][CH2:21]3)[C:13](=[O:22])[C:12]2([CH3:23])[CH3:24])[cH:6][cH:7][c:8]1[O:9][CH3:10].[OH:25][C:26](=[O:27])[c:28]1[cH:29][cH:30][cH:31][cH:32][n:33]1>>[CH3:1][O:2][c:3]1[cH:4][c:5]([C:11]2=[N:15][N:14]([CH:16]3[CH2:17][CH2:18][N:19]([C:26](=[O:25])[c:28]4[cH:29][cH:30][cH:31][cH:32][n:33]4)[CH2:20][CH2:21]3)[C:13](=[O:22])[C:12]2([CH3:23])[CH3:24])[cH:6][cH:7][c:8]1[O:9][CH3:10]. The reactants are Cc1ccccc1, O=C1NC(=O)c2ccccc21, CC(C)(C)OC(=O)NC12CC3CC1CC(CO)(C3)C2, c1ccc(P(c2ccccc2)c2ccccc2)cc1. Product: CC(C)(C)OC(=O)NC12CC3CC1CC(CN1C(=O)c4ccccc4C1=O)(C3)C2. Reaction SMILES: [CH3:50][c:51]1[cH:52][cH:53][cH:54][cH:55][cH:56]1.[O:20]=[C:21]1[NH:22][C:23](=[O:24])[c:25]2[cH:26][cH:27][cH:28][cH:29][c:30]21.[OH:1][CH2:2][C:3]12[CH2:4][C:5]3([NH:12][C:13]([O:14][C:15]([CH3:16])([CH3:17])[CH3:18])=[O:19])[CH2:6][CH:7]([CH2:8][CH:9]3[CH2:10]1)[CH2:11]2.[c:31]1([P:32]([c:33]2[cH:34][cH:35][cH:36][cH:37][cH:38]2)[c:39]2[cH:40][cH:41][cH:42][cH:43][cH:44]2)[cH:45][cH:46][cH:47][cH:48][cH:49]1>>[CH2:2]([C:3]12[CH2:4][C:5]3([NH:12][C:13]([O:14][C:15]([CH3:16])([CH3:17])[CH3:18])=[O:19])[CH2:6][CH:7]([CH2:8][CH:9]3[CH2:10]1)[CH2:11]2)[N:22]1[C:21](=[O:20])[c:30]2[c:25]([cH:26][cH:27][cH:28][cH:29]2)[C:23]1=[O:24].